Dataset: the Open Reaction Database (ORD), a public repository of structured organic reaction records. Task: describe an organic reaction: reactants, conditions, products, and yield Reactants: [C@H]12[C@H](NC[C@@H]2C1)CNC(=O)C1=C(N=C2SC=CN21)C (6-Methyl-imidazo[2,1-b]thiazole-5-carboxylic acid [(1S,2S,5R)-1-(3-aza-bicyclo[3.1.0]hex-2-yl)methyl]-amide), NC=1SC=C(N1)C1=C(C(=O)O)C=CC=C1 (2-(2-Amino-thiazol-4-yl)-benzoic acid). The product is NC=1SC=C(N1)C1=C(C(=O)N2[C@@H]([C@H]3C[C@H]3C2)CNC(=O)C2=C(N=C3SC=CN32)C)C=CC=C1 (6-Methyl-imidazo[2,1-b]thiazole-5-carboxylic acid{(1S,2S,5R)-3-[2-(2-amino-thiazol-4-yl)-benzoyl]-3-aza-bicyclo[3.1.0]hex-2-ylmethyl}-amide). As a reaction SMILES: [C@H:1]12[CH2:6][C@H:5]1[CH2:4][NH:3][C@@H:2]2[CH2:7][NH:8][C:9]([C:11]1[N:18]2[C:14]([S:15][CH:16]=[CH:17]2)=[N:13][C:12]=1[CH3:19])=[O:10].[NH2:20][C:21]1[S:22][CH:23]=[C:24]([C:26]2[CH:34]=[CH:33][CH:32]=[CH:31][C:27]=2[C:28](O)=[O:29])[N:25]=1>>[NH2:20][C:21]1[S:22][CH:23]=[C:24]([C:26]2[CH:34]=[CH:33][CH:32]=[CH:31][C:27]=2[C:28]([N:3]2[CH2:4][C@H:5]3[C@H:1]([CH2:6]3)[C@H:2]2[CH2:7][NH:8][C:9]([C:11]2[N:18]3[C:14]([S:15][CH:16]=[CH:17]3)=[N:13][C:12]=2[CH3:19])=[O:10])=[O:29])[N:25]=1. Reported procedure: prepared by reaction of 6-Methyl-imidazo[2,1-b]thiazole-5-carboxylic acid [(1S,2S,5R)-1-(3-aza-bicyclo[3.1.0]hex-2-yl)methyl]-amide with 2-(2-Amino-thiazol-4-yl)-benzoic acid. LC-MS (basic): tR=1.15 min; [M+H]+=479.2. The reactants are COC(=O)c1cccc(NCC(CSC(c2ccccc2)(c2ccccc2)c2ccccc2)NC(=O)OC(C)(C)C)c1, CO, [Na+], [OH-]. Yields the product CC(C)(C)OC(=O)NC(CNc1cccc(C(=O)O)c1)CSC(c1ccccc1)(c1ccccc1)c1ccccc1. RXN SMILES: [C:1]([CH3:2])([CH3:3])([CH3:4])[O:5][C:6](=[O:7])[NH:8][CH:9]([CH2:10][NH:11][c:12]1[cH:13][c:14]([C:15](=[O:16])[O:17][CH3:18])[cH:19][cH:20][cH:21]1)[CH2:22][S:23][C:24]([c:25]1[cH:26][cH:27][cH:28][cH:29][cH:30]1)([c:31]1[cH:32][cH:33][cH:34][cH:35][cH:36]1)[c:37]1[cH:38][cH:39][cH:40][cH:41][cH:42]1.[CH3:45][OH:46].[Na+:44].[OH-:43]>>[C:1]([CH3:2])([CH3:3])([CH3:4])[O:5][C:6](=[O:7])[NH:8][CH:9]([CH2:10][NH:11][c:12]1[cH:13][c:14]([C:15](=[O:16])[OH:17])[cH:19][cH:20][cH:21]1)[CH2:22][S:23][C:24]([c:25]1[cH:26][cH:27][cH:28][cH:29][cH:30]1)([c:31]1[cH:32][cH:33][cH:34][cH:35][cH:36]1)[c:37]1[cH:38][cH:39][cH:40][cH:41][cH:42]1. The reactants are CC1=C(C(=CC=C1)C)NC(=O)NC(NCC1=NC=CC=C1)=N (1-(2',6'-dimethylphenyl)-3-[(2-pyridyl)methyl]amidinourea), CN(C)C(OC)OC (DMF-DMA). Solvent: CC#N (CH3CN). Yields the product CC1=C(C(=CC=C1)C)N1C(N=C(N=C1)NCC1=NC=CC=C1)=O (1-(2',6'-dimethylphenyl)-4-[(2-pyridyl)methylamino]-1,2-dihydro-1,3,5-triazin-2-one). RXN SMILES: [CH3:1][C:2]1[CH:7]=[CH:6][CH:5]=[C:4]([CH3:8])[C:3]=1[NH:9][C:10]([NH:12][C:13](=[NH:22])[NH:14][CH2:15][C:16]1[CH:21]=[CH:20][CH:19]=[CH:18][N:17]=1)=[O:11].[CH3:23]N(C(OC)OC)C>CC#N>[CH3:1][C:2]1[CH:7]=[CH:6][CH:5]=[C:4]([CH3:8])[C:3]=1[N:9]1[CH:23]=[N:22][C:13]([NH:14][CH2:15][C:16]2[CH:21]=[CH:20][CH:19]=[CH:18][N:17]=2)=[N:12][C:10]1=[O:11]. Procedure details: To a suspension of 10.2 g. (28.0 mmol) of 1-(2',6'-dimethylphenyl)-3-[(2-pyridyl)methyl]amidinourea in CH3CN (100 ml) is added 10.0 g. (84.0 mmol) of DMF-DMA and the reaction mixture heated at reflux for two hours. The solvent is removed under vacuum and the residue diluted with H2O and made basic with 10% aqueous NaOH (pH10). The aqueous layer is extracted with CHCl3 (2×100 ml.) and the extracts dried (MgSO4) and concentrated under vacuum to an orange oil, which by NMR looks to be a mixture of ... Reactants: CCn1nc(-c2cccc(Cl)c2)c(C(C)=O)c([N+](=O)[O-])c1=O, CCO, Nc1cccc2cccnc12. The product is CCn1nc(-c2cccc(Cl)c2)c(C(C)=O)c(Nc2cccc3cccnc23)c1=O. As a reaction SMILES: [C:1]([CH3:2])(=[O:3])[c:4]1[c:5]([N+:20]([O-:21])=[O:22])[c:6](=[O:19])[n:7]([CH2:17][CH3:18])[n:8][c:9]1-[c:10]1[cH:11][c:12]([Cl:16])[cH:13][cH:14][cH:15]1.[CH3:34][CH2:35][OH:36].[NH2:23][c:24]1[cH:25][cH:26][cH:27][c:28]2[cH:29][cH:30][cH:31][n:32][c:33]12>>[C:1]([CH3:2])(=[O:3])[c:4]1[c:5]([NH:20][c:24]2[cH:25][cH:26][cH:27][c:28]3[cH:29][cH:30][cH:31][n:32][c:33]23)[c:6](=[O:19])[n:7]([CH2:17][CH3:18])[n:8][c:9]1-[c:10]1[cH:11][c:12]([Cl:16])[cH:13][cH:14][cH:15]1. The reactants are CC(=O)OCC(C)(C)C(=O)O, O=C(Cl)C(=O)Cl, CN(C)C=O, c1ccccc1. The product is CC(=O)OCC(C)(C)C(=O)Cl. As a reaction SMILES: [C:7]([CH3:8])(=[O:9])[O:10][CH2:11][C:12]([C:13](=[O:14])[OH:15])([CH3:16])[CH3:17].[Cl:18][C:19]([C:20]([Cl:21])=[O:22])=[O:23].[O:24]=[CH:25][N:26]([CH3:27])[CH3:28].[cH:1]1[cH:2][cH:3][cH:4][cH:5][cH:6]1>>[C:7]([CH3:8])(=[O:9])[O:10][CH2:11][C:12]([C:13](=[O:14])[Cl:18])([CH3:16])[CH3:17].